The task is: describe an organic reaction: reactants, conditions, products, and yield. This data is from the Open Reaction Database (ORD), a public repository of structured organic reaction records. Starting materials: C(C)(C)(C)OC(NC1=C(C=C(C(=C1)CCC)C(F)(F)F)NC(CC(=O)C1=CC(=CC=C1)C=1C=NC(=CC1)C1CC1)=O)=O ((2-{3-[3-(6-cyclopropyl-pyridin-3-yl)-phenyl]-3-oxo-propionylamino}-5-propyl-4-trifluoromethyl-phenyl)-carbamic acid tert-butyl ester), C(=O)(C(F)(F)F)O (TFA). The solvent is C(Cl)Cl (CH2Cl2). Yields the product C1(CC1)C1=CC=C(C=N1)C=1C=C(C=CC1)C1=NC2=C(NC(C1)=O)C=C(C(=C2)CCC)C(F)(F)F (4-[3-(6-Cyclopropyl-pyridin-3-yl)-phenyl]-7-propyl-8-trifluoromethyl-1,3-dihydro-benzo[b][1,4]diazepin-2-one), solid. Isolated yield 35.0%. As a reaction SMILES: C(OC(=O)[NH:7][C:8]1[CH:13]=[C:12]([CH2:14][CH2:15][CH3:16])[C:11]([C:17]([F:20])([F:19])[F:18])=[CH:10][C:9]=1[NH:21][C:22](=[O:41])[CH2:23][C:24]([C:26]1[CH:31]=[CH:30][CH:29]=[C:28]([C:32]2[CH:33]=[N:34][C:35]([CH:38]3[CH2:40][CH2:39]3)=[CH:36][CH:37]=2)[CH:27]=1)=O)(C)(C)C.C(O)(C(F)(F)F)=O>C(Cl)Cl>[CH:38]1([C:35]2[N:34]=[CH:33][C:32]([C:28]3[CH:27]=[C:26]([C:24]4[CH2:23][C:22](=[O:41])[NH:21][C:9]5[CH:10]=[C:11]([C:17]([F:20])([F:18])[F:19])[C:12]([CH2:14][CH2:15][CH3:16])=[CH:13][C:8]=5[N:7]=4)[CH:31]=[CH:30][CH:29]=3)=[CH:37][CH:36]=2)[CH2:39][CH2:40]1. Procedure: The title compound was prepared from (2-{3-[3-(6-cyclopropyl-pyridin-3-yl)-phenyl]-3-oxo-propionylamino}-5-propyl-4-trifluoromethyl-phenyl)-carbamic acid tert-butyl ester (Example M204) (266 mg, 0.46 mmol) by treatment with TFA in CH2Cl2 according to the general procedure N. Obtained as a light yellow solid (75 mg, 35%). Starting materials: COC(c1ccc(NC(=O)c2c(C(F)(F)F)nn(C)c2C)cc1CC(C)C)(C(F)(F)F)C(F)(F)F, COCCl, Cl, [H-], [Na+], C1CCOC1. Yields the product COCN(C(=O)c1c(C(F)(F)F)nn(C)c1C)c1ccc(C(OC)(C(F)(F)F)C(F)(F)F)c(CC(C)C)c1. Reaction SMILES: [CH2:3]([CH:4]([CH3:5])[CH3:6])[c:7]1[cH:8][c:9]([NH:24][C:25](=[O:26])[c:27]2[c:28]([C:34]([F:35])([F:36])[F:37])[n:29][n:30]([CH3:33])[c:31]2[CH3:32])[cH:10][cH:11][c:12]1[C:13]([C:14]([F:15])([F:16])[F:17])([C:18]([F:19])([F:20])[F:21])[O:22][CH3:23].[CH3:38][O:39][CH2:40][Cl:41].[ClH:42].[H-:1].[Na+:2].[O:43]1[CH2:44][CH2:45][CH2:46][CH2:47]1>>[CH2:3]([CH:4]([CH3:5])[CH3:6])[c:7]1[cH:8][c:9]([N:24]([C:25](=[O:26])[c:27]2[c:28]([C:34]([F:35])([F:36])[F:37])[n:29][n:30]([CH3:33])[c:31]2[CH3:32])[CH2:40][O:39][CH3:38])[cH:10][cH:11][c:12]1[C:13]([C:14]([F:15])([F:16])[F:17])([C:18]([F:19])([F:20])[F:21])[O:22][CH3:23]. Starting materials: C(CCCCCCCCCCC)N (dodecylamine), CC1=CC=C(C2CO2)C=C1 (para methylstyrene oxide), O (water), O (water), B(O)(O)O (boric acid), O (water). Run in C1(=CC=CC=C1)C (toluene), C1(=CC=CC=C1)C (toluene). Product: OB1OCC(N(C(CO1)C1=CC=C(C=C1)C)CCCCCCCCCCCC)C1=CC=C(C=C1)C (1-hydroxy-4,6-dicresyl-5-dodecyl-5-aza-1-bora-2,8-dioxacyclooctane), product. RXN SMILES: [CH2:1]([NH2:13])[CH2:2][CH2:3][CH2:4][CH2:5][CH2:6][CH2:7][CH2:8][CH2:9][CH2:10][CH2:11][CH3:12].[CH3:14][C:15]1[CH:23]=[CH:22][C:18]([CH:19]2[O:21][CH2:20]2)=[CH:17][CH:16]=1.O.[B:25]([OH:28])(O)[OH:26]>C1(C)C=CC=CC=1>[OH:26][B:25]1[O:21][CH2:20][CH:19]([C:18]2[CH:22]=[CH:23][C:15]([CH3:14])=[CH:16][CH:17]=2)[N:13]([CH2:1][CH2:2][CH2:3][CH2:4][CH2:5][CH2:6][CH2:7][CH2:8][CH2:9][CH2:10][CH2:11][CH3:12])[CH:19]([C:18]2[CH:22]=[CH:23][C:15]([CH3:14])=[CH:16][CH:17]=2)[CH2:20][O:28]1. Reported procedure: The boramid compound, 1-hydroxy-4,6-dicresyl-5-dodecyl-5-aza-1-bora-2,8-dioxacyclooctane is prepared by adding 61.7 grams of dodecylamine, 89.3 grams of para methylstyrene oxide and 250 ml of toluene to a single necked one liter round-bottomed flask. The toluene acts as a solvent and as an azeotrope for water produced during the reaction. The mixture thus formed is heated until it begins to reflux. Next, the mantle heat is adjusted to give a moderate reflux rate. The reaction mixture is refluxed...